Dataset: the Open Reaction Database (ORD), a public repository of structured organic reaction records. Task: describe an organic reaction: reactants, conditions, products, and yield The reactants are C1(=CC=CC=C1)N=C=O (Phenylisocyanate), ClC1=C(C(C=NO)=C(C(=C1OC)Cl)OC)O (3,5-dichloro-4,6,-dimethoxysalicylaldoxime), O (water). The solvent is O1CCCC1 (tetrahydrofuran). Run at time 16 hour. Yields the product ClC=1C(=C(C2=C(C=NO2)C1OC)Cl)OC (5,7-dichloro-4,6-dimethoxy-1,2-benzisoxazole). Isolated yield 56.5%. Reaction SMILES: C1(N=C=O)C=CC=CC=1.[Cl:10][C:11]1[C:19]([O:20][CH3:21])=[C:18]([Cl:22])[C:17]([O:23][CH3:24])=[C:13]([CH:14]=[N:15]O)[C:12]=1[OH:25].O>O1CCCC1>[Cl:22][C:18]1[C:19]([O:20][CH3:21])=[C:11]([Cl:10])[C:12]2[O:25][N:15]=[CH:14][C:13]=2[C:17]=1[O:23][CH3:24]. Procedure details: Phenylisocyanate (1.19 g) is added slowly to a solution of 2.66 g of 3,5-dichloro-4,6,-dimethoxysalicylaldoxime in 20 ml of tetrahydrofuran. The clear solution is allowed to stand at room temperature for 16 hours. It is poured into 250 ml of water and the resulting precipitate is filtered, washed with water, and recrystallized from ethanol to give 1.4 g (56.5%) of 5,7-dichloro-4,6-dimethoxy-1,2-benzisoxazole, m.p. 138°-140° C. The reactants are C(C)(C)(C)OC(NC1CCNCC1)=O (piperidin-4-yl-carbamic acid tert-butyl ester), C(C)(C)OC=1C=C(C=O)C=C(C1)OC(C)C (3,5-diisopropoxy-benzaldehyde), C(C)(C)OC=1C=C(C=O)C=C(C1)OC(C)C (3,5-diisopropoxy-benzaldehyde), C(C)(=O)O (acetic acid), C(#N)[BH3-].[Na+] (Sodium cyanoborohydride). Run in C(C)O (ethanol), C(C)O (ethanol). Conditions: temperature 100 celsius. Product: C(C)(C)(C)OC(NC1CCN(CC1)CC1=CC(=CC(=C1)OC(C)C)OC(C)C)=O ([1-(3,5-Diisopropoxy-benzyl)-piperidin-4-yl]-carbamic acid tert-butyl ester). As a reaction SMILES: [C:1]([O:5][C:6](=[O:14])[NH:7][CH:8]1[CH2:13][CH2:12][NH:11][CH2:10][CH2:9]1)([CH3:4])([CH3:3])[CH3:2].[CH:15]([O:18][C:19]1[CH:20]=[C:21]([CH:24]=[C:25]([O:27][CH:28]([CH3:30])[CH3:29])[CH:26]=1)[CH:22]=O)([CH3:17])[CH3:16].C(O)(=O)C.C([BH3-])#N.[Na+]>C(O)C>[C:1]([O:5][C:6](=[O:14])[NH:7][CH:8]1[CH2:13][CH2:12][N:11]([CH2:22][C:21]2[CH:24]=[C:25]([O:27][CH:28]([CH3:30])[CH3:29])[CH:26]=[C:19]([O:18][CH:15]([CH3:17])[CH3:16])[CH:20]=2)[CH2:10][CH2:9]1)([CH3:4])([CH3:2])[CH3:3] |f:3.4|. Procedure details: A mixture of piperidin-4-yl-carbamic acid tert-butyl ester (4.0 g, 20.0 mmol, 1.0 equiv), 3,5-diisopropoxy-benzaldehyde (5.33 g, 24.0 mmol, 1.2 equiv; intermediate D7, vide infra) and acetic acid (4.6 mL, 4.80 g, 80.0 mmol, 4.0 equiv) in ethanol (16 mL) was heated by microwave irradiation to 100° C. for 5 min. Sodium cyanoborohydride (2.51 g, 40.0 mmol, 2.0 equiv), dissolved in ethanol (8 mL), was added and the reaction mixture heated by microwave irradiation to 100° C. for an additional time pe... Reagents/catalysts: [Fe] (iron). Run in O (Water), ClCCl (dichloromethane), ClCCl (dichloromethane). Reactants: S(=O)(O)[O-].[Na+] (sodium hydrogensulfite), C(CCCC)[C@@H]1CC[C@H](CC1)C1=CC=CC=C1 (trans-4-pentylcyclohexylbenzene), II (iodine), BrBr (bromine). The product is BrC1=CC=C(C=C1)[C@@H]1CC[C@H](CC1)CCCCC (1-bromo-4-(trans-4-pentylcyclohexyl)benzene). Procedure details: In 30 ml of dichloromethane was dissolved 11.1. g of trans-4-pentylcyclohexylbenzene, and 0.1 g of iron powder and 0.05 g of iodine were added thereto. To the mixture was added dropwise 7.7 g of bromine dissolved in 20 ml of dichloromethane at 0° C. or lower. The mixture was stirred at -10° C. for 6 hours and then allowed to warm to room temperature. Water and then an aqueous solution of sodium hydrogensulfite were added to the reaction mixture, and the product was extracted with hexane. The ext... As a reaction SMILES: [CH2:1]([C@H:6]1[CH2:11][CH2:10][C@H:9]([C:12]2[CH:17]=[CH:16][CH:15]=[CH:14][CH:13]=2)[CH2:8][CH2:7]1)[CH2:2][CH2:3][CH2:4][CH3:5].II.[Br:20]Br.S([O-])(O)=O.[Na+]>ClCCl.[Fe].O>[Br:20][C:15]1[CH:14]=[CH:13][C:12]([C@H:9]2[CH2:8][CH2:7][C@H:6]([CH2:1][CH2:2][CH2:3][CH2:4][CH3:5])[CH2:11][CH2:10]2)=[CH:17][CH:16]=1 |f:3.4|. Conditions: temperature -10 celsius, time 6 hour. The reactants are OC1=C(C(=NC2=C(C=CC=C12)C(F)(F)F)C(C)C)C(=O)O (4-hydroxy-2-isopropyl-8-trifluoromethyl-quinoline-3-carboxylic acid), NC=1SC=CN1 (2-aminothiazole), C1(CCCCC1)N=C=NC1CCCCC1 (dicyclohexylcarbodiimide). The solvent is CN(C=O)C (dimethylformamide). Conditions: time 72 hour. Product: S1C(=NC=C1)NC(=O)C=1C(=NC2=C(C=CC=C2C1O)C(F)(F)F)C(C)C (N-(2-thiazolyl)-4-hydroxy-2-isopropyl-8-trifluoromethyl-quinoline-3-carboxamide). Yield: 75.0%. RXN SMILES: [OH:1][C:2]1[C:11]2[C:6](=[C:7]([C:12]([F:15])([F:14])[F:13])[CH:8]=[CH:9][CH:10]=2)[N:5]=[C:4]([CH:16]([CH3:18])[CH3:17])[C:3]=1[C:19](O)=[O:20].[NH2:22][C:23]1[S:24][CH:25]=[CH:26][N:27]=1.C1(N=C=NC2CCCCC2)CCCCC1>CN(C)C=O>[S:24]1[CH:25]=[CH:26][N:27]=[C:23]1[NH:22][C:19]([C:3]1[C:4]([CH:16]([CH3:18])[CH3:17])=[N:5][C:6]2[C:11]([C:2]=1[OH:1])=[CH:10][CH:9]=[CH:8][C:7]=2[C:12]([F:15])([F:14])[F:13])=[O:20]. Reported procedure: A mixture of 6.3 g of the product of Step E, 2.1 g of 2-aminothiazole, 4.74 g of dicyclohexylcarbodiimide and 130 ml of dimethylformamide was stirred for 72 hours and was then filtered. The filtrate was evaporated to dryness and the residue was taken up in 50 ml of a 5% sodium bicarbonate solution. The mixture was filtered and washed with water until the wash water were neutral to obtain 8 g of raw product. The latter was chromatographed and was eluted with a 9-1 methylene chloride-ethyl acetate...